Dataset: the Open Reaction Database (ORD), a public repository of structured organic reaction records. Task: describe an organic reaction: reactants, conditions, products, and yield Reactants: CN([SiH](C)C)[Si](C)(C)C, N, O=C1NS(=O)(=O)c2ccccc21, O=C1NC(=O)c2ccccc21. Product: C[Si](C)(C)N1C(=O)c2ccccc2C1=O. RXN SMILES: [CH3:24][SiH:25]([CH3:26])[N:31]([Si:27]([CH3:28])([CH3:29])[CH3:30])[CH3:32].[NH3:33].[O:12]=[C:13]1[c:14]2[c:15]([cH:16][cH:17][cH:18][cH:19]2)[S:20](=[O:21])(=[O:22])[NH:23]1.[O:1]=[C:2]1[NH:3][C:4](=[O:5])[c:6]2[cH:7][cH:8][cH:9][cH:10][c:11]21>>[O:1]=[C:2]1[N:3]([Si:27]([CH3:28])([CH3:29])[CH3:30])[C:4](=[O:5])[c:6]2[cH:7][cH:8][cH:9][cH:10][c:11]21. The reactants are [OH-].[Na+] (Sodium hydroxide), ClC(=O)OCC (ethyl chloroformate), COC=1C=C2C=3CCN(C(C3NC2=CC1)C)C(C)=O (1-(6-methoxy- 1-methyl-2,3,4,9-tetrahydro-1H-β-carbolin-2-yl)-1-ethanone). Reagents/catalysts: S(=O)(=O)(O)[O-].C(CCC)[N+](CCCC)(CCCC)CCCC (tetrabutylammonium hydrogen sulphate). Solvent: ClCCl (dichloromethane). Reaction conditions: time 3 hour. Product: C(C)(=O)N1C(C=2N(C3=CC=C(C=C3C2CC1)OC)C(=O)OCC)C (ethyl 2-acetyl-6-methoxy-1 -methyl-2,3,4,9-tetrahydro-1H-β-carboline-9-carboxylate). The yield is 70.0%. As a reaction SMILES: [OH-].[Na+].Cl[C:4]([O:6][CH2:7][CH3:8])=[O:5].[CH3:9][O:10][C:11]1[CH:12]=[C:13]2[C:21](=[CH:22][CH:23]=1)[NH:20][C:19]1[CH:18]([CH3:24])[N:17]([C:25](=[O:27])[CH3:26])[CH2:16][CH2:15][C:14]2=1>S([O-])(O)(=O)=O.C([N+](CCCC)(CCCC)CCCC)CCC.ClCCl>[C:25]([N:17]1[CH2:16][CH2:15][C:14]2[C:13]3[C:21](=[CH:22][CH:23]=[C:11]([O:10][CH3:9])[CH:12]=3)[N:20]([C:4]([O:6][CH2:7][CH3:8])=[O:5])[C:19]=2[CH:18]1[CH3:24])(=[O:27])[CH3:26] |f:0.1,4.5|. Procedure: Sodium hydroxide (3 g), tetrabutylammonium hydrogen sulphate (1.87 g) and ethyl chloroformate (2.2 mL) are successively added to a solution of 1-(6-methoxy- 1-methyl-2,3,4,9-tetrahydro-1H-β-carbolin-2-yl)-1-ethanone (1.45 g) in dichloromethane (100 mL). The mixture is stirred at room temperature for 3 h. After separation on silica gel (chloroform/methanol eluent), the ethyl 2-acetyl-6-methoxy-1 -methyl-2,3,4,9-tetrahydro-1H-β-carboline-9-carboxylate is obtained (70% yield).